Dataset: the Open Reaction Database (ORD), a public repository of structured organic reaction records. Task: describe an organic reaction: reactants, conditions, products, and yield The reactants are C(C(=C)C)(=O)N (methacrylamide), C(C(=O)Cl)(=O)Cl (oxalyl chloride), C(C(=C)C)(=O)N (methacrylamide). The solvent is ClC(C)Cl (Dichloroethane). The product is Cl.C(=C)(C)C=1OC(C(N1)=O)=O (2-isopropenyloxazoline-4,5-dione hydrochloride). RXN SMILES: [C:1]([NH2:6])(=[O:5])[C:2]([CH3:4])=[CH2:3].[C:7](Cl)(=[O:11])[C:8]([Cl:10])=[O:9]>ClC(Cl)C>[ClH:10].[C:2]([C:1]1[O:5][C:7](=[O:11])[C:8](=[O:9])[N:6]=1)([CH3:4])=[CH2:3] |f:3.4|. Reported procedure: In Example 4, methacrylamide was added portionwise to oxalyl chloride while stirring, whereby the reaction proceeded with generation of heat. At the stage that addition of 10 g of methacrylamide was completed, the reaction mixture was solidified. Dichloroethane (100 ml) was added thereto. The produced crystals were collected by filtration, washed and dried under reduced pressure to give 2-isopropenyloxazoline-4,5-dione hydrochloride. Reactants: COC([C@@H](NC([C@@H](NC(CC1C(C(C=C(CC1)[C@H](C)NC([C@@H](NC(=O)OC(C)(C)C)C)=O)CC1=CC=CC=C1)O)=O)C(C)C)=O)C(C)C)=O (2-(5-[(1S)-1-(t-butyloxycarbonylalanyl)amino-ethyl]-3-benzyl-2-hydroxy-cyclohept-4-en-1-yl)-1-oxo-ethyl-valinyl-valine methyl ester), FC(C(=O)O)(F)F (trifluoroacetic acid). The solvent is C(Cl)Cl (CH2Cl2). Conditions: time 45 minute. Product: COC([C@@H](NC([C@@H](NC(CC1C(C(C=C(CC1)[C@H](C)NC([C@@H](N)C)=O)CC1=CC=CC=C1)O)=O)C(C)C)=O)C(C)C)=O (2-(5-[(1S)-1-alanylamino-ethyl]-3-benzyl-2-hydroxy-cyclohept-4-en-1-yl)-1-oxo-ethyl-valinyl-valine methyl ester). As a reaction SMILES: [CH3:1][O:2][C:3](=[O:49])[C@H:4]([CH:46]([CH3:48])[CH3:47])[NH:5][C:6](=[O:45])[C@H:7]([CH:42]([CH3:44])[CH3:43])[NH:8][C:9](=[O:41])[CH2:10][CH:11]1[CH2:17][CH2:16][C:15]([C@@H:18]([NH:20][C:21](=[O:32])[C@H:22]([CH3:31])[NH:23]C(OC(C)(C)C)=O)[CH3:19])=[CH:14][CH:13]([CH2:33][C:34]2[CH:39]=[CH:38][CH:37]=[CH:36][CH:35]=2)[CH:12]1[OH:40].FC(F)(F)C(O)=O>C(Cl)Cl>[CH3:1][O:2][C:3](=[O:49])[C@H:4]([CH:46]([CH3:48])[CH3:47])[NH:5][C:6](=[O:45])[C@H:7]([CH:42]([CH3:43])[CH3:44])[NH:8][C:9](=[O:41])[CH2:10][CH:11]1[CH2:17][CH2:16][C:15]([C@@H:18]([NH:20][C:21](=[O:32])[C@H:22]([CH3:31])[NH2:23])[CH3:19])=[CH:14][CH:13]([CH2:33][C:34]2[CH:35]=[CH:36][CH:37]=[CH:38][CH:39]=2)[CH:12]1[OH:40]. Procedure: To a stirred solution of 30 mg of (40) in CH2Cl2 (1 mL) was added trifluoroacetic acid (10 mL). After stirring for 45 min the reaction was evaporated to dryness, triturated with ether, filtered and dried under vacuum to give the title compound (41) as a mixture of isomers (24rag, 75%). Starting materials: C(=O)(O)C=1C(NN=C(C1)C1=C(C=C(C=C1)F)F)=O (4-carboxy-6-(2,4-difluorophenyl)-2H-pyridazin-3-one), C(C(C)C)N1N=C(C=C(C1=O)CN1C(C=2C(C1=O)=CC=CC2)=O)C2=C(C=C(C=C2)F)F (2-isobutyl-6-(2,4-difluorophenyl)-4-phthalimidomethyl-2H-pyridazin-3-one). Yields the product NCC=1C(N(N=C(C1)C1=C(C=C(C=C1)F)F)CC(C)C)=O (4-aminomethyl-6-(2,4-difluorophenyl)-2-isobutyl-2H-pyridazin-3-one), oil. Yield: 98.4%. RXN SMILES: C(C1C(=O)NN=C(C2C=CC(F)=CC=2F)C=1)(O)=O.[CH2:19]([N:23]1[C:28](=[O:29])[C:27]([CH2:30][N:31]2C(=O)C3=CC=CC=C3C2=O)=[CH:26][C:25]([C:42]2[CH:47]=[CH:46][C:45]([F:48])=[CH:44][C:43]=2[F:49])=[N:24]1)[CH:20]([CH3:22])[CH3:21]>>[NH2:31][CH2:30][C:27]1[C:28](=[O:29])[N:23]([CH2:19][CH:20]([CH3:21])[CH3:22])[N:24]=[C:25]([C:42]2[CH:47]=[CH:46][C:45]([F:48])=[CH:44][C:43]=2[F:49])[CH:26]=1. Procedure details: Following the procedure of Example 24 (2), 2-isobutyl-6-(2,4-difluorophenyl)-4-phthalimidomethyl-2H-pyridazin-3-one was reacted to yield the title compound as a slightly yellow oil (yield: 98.4%). The reactants are C(C1=CC=CC=C1)OC1=NC(=CC=C1C1=CC(=C(C(=C1)C=CC1=CC=C(C=C1)[N+](=O)[O-])OC)C(C)(C)C)C (2-benzyloxy-3-{3-tert-butyl-4-methoxy-5-[2-(4-nitro-phenyl)-vinyl]-phenyl}-6-methyl-pyridine). Reagents/catalysts: [OH-].[OH-].[Pd+2] (Pd(OH)2). Solvent: CCOC(=O)C (EtOAc), CO (MeOH). Conditions: time 2 hour. Yields the product NC1=CC=C(C=C1)CCC=1C=C(C=C(C1OC)C(C)(C)C)C=1C(NC(=CC1)C)=O (3-{3-[2-(4-amino-phenyl)-ethyl]-5-tert-butyl-4-methoxy-phenyl}-6-methyl-1H-pyridin-2-one). The yield is 49.2%. RXN SMILES: C([O:8][C:9]1[C:14]([C:15]2[CH:20]=[C:19]([CH:21]=[CH:22][C:23]3[CH:28]=[CH:27][C:26]([N+:29]([O-])=O)=[CH:25][CH:24]=3)[C:18]([O:32][CH3:33])=[C:17]([C:34]([CH3:37])([CH3:36])[CH3:35])[CH:16]=2)=[CH:13][CH:12]=[C:11]([CH3:38])[N:10]=1)C1C=CC=CC=1>CCOC(C)=O.CO.[OH-].[OH-].[Pd+2]>[NH2:29][C:26]1[CH:27]=[CH:28][C:23]([CH2:22][CH2:21][C:19]2[CH:20]=[C:15]([C:14]3[C:9](=[O:8])[NH:10][C:11]([CH3:38])=[CH:12][CH:13]=3)[CH:16]=[C:17]([C:34]([CH3:37])([CH3:36])[CH3:35])[C:18]=2[O:32][CH3:33])=[CH:24][CH:25]=1 |f:3.4.5|. Procedure: step 5—A mixture of 68 (180 mg, 0.354 mmol) and Pd(OH)2 (20 wt % on C, 75 mg, 0.107 mmol) in EtOAc (10 mL) and MeOH (10 mL) was stirred under an atmosphere of hydrogen for 2 h before the catalyst was filtered, and the filtrate was concentrated. The crude residue was purified by SiO2 chromatography eluting with an EtOAc/hexane gradient (75 to 100% EtOAc) to afford 68 mg (49%) of 3-{3-[2-(4-amino-phenyl)-ethyl]-5-tert-butyl-4-methoxy-phenyl}-6-methyl-1H-pyridin-2-one (70) as a foam. Starting materials: C1(CCCCC1)=O (Cyclohexanone), N1(CCOCC1)CCN (2-morpholin-4-yl-ethylamine), [BH3-]C#N.[Na+] (NaBH3CN). The solvent is CO (methanol). The product is C1(CCCCC1)NCCN1CCOCC1 (cyclohexyl-(2-morpholin-4-yl-ethyl)-amine). RXN SMILES: [C:1]1(=O)[CH2:6][CH2:5][CH2:4][CH2:3][CH2:2]1.[N:8]1([CH2:14][CH2:15][NH2:16])[CH2:13][CH2:12][O:11][CH2:10][CH2:9]1.[BH3-]C#N.[Na+]>CO>[CH:1]1([NH:16][CH2:15][CH2:14][N:8]2[CH2:13][CH2:12][O:11][CH2:10][CH2:9]2)[CH2:6][CH2:5][CH2:4][CH2:3][CH2:2]1 |f:2.3|. Reported procedure: Cyclohexanone (2.00 g, 20.4 mmol) and 2-morpholin-4-yl-ethylamine (2.98 mL, 20.4 mmol) were dissolved in 10 mL methanol. The solution was stirred at room temperature for an hour. NaBH3CN (1.62 g, 24.4 mmol) was slowly added portionwise in the solution. After the addition, the mixture was stirred at room temperature for 4 hour then concentrated under reduced pressure. To the residue was added 50 mL water and the mixture was adjusted to PH=10 with dilute aqueous KOH and extracted with ethyl acetat... The reactants are CC(=O)Oc1ccc(C(=O)O)cc1, Clc1ccccc1, CN(C)C=O. Yields the product CC(=O)Oc1ccc(C(=O)Cl)cc1. As a reaction SMILES: [C:1]([CH3:2])(=[O:3])[O:4][c:5]1[cH:6][cH:7][c:8]([C:9](=[O:10])[OH:11])[cH:12][cH:13]1.[Cl:19][c:20]1[cH:21][cH:22][cH:23][cH:24][cH:25]1.[O:14]=[CH:15][N:16]([CH3:17])[CH3:18]>>[C:1]([CH3:2])(=[O:3])[O:4][c:5]1[cH:6][cH:7][c:8]([C:9](=[O:10])[Cl:19])[cH:12][cH:13]1.